From a dataset of the Open Reaction Database (ORD), a public repository of structured organic reaction records. describe an organic reaction: reactants, conditions, products, and yield Starting materials: CC1=CC=C(C=C1)S(=O)(=O)OC[C@H](O[Si](C)(C)C(C)(C)C)C=1C=NC(=CC1)NC(C)=O ((2R)-2-[6-(acetylamino)-3-pyridyl]-2-[[tert-butyl(dimethyl)silyl]oxy]ethyl 4-methylbenzenesulfonate), BrC1=CC=C(C=C1)CCN ((2-(4-bromophenyl)ethyl]-amine), CS(=O)C (dimethyl sulfoxide), C(C)(C)N(C(C)C)CC (N,N-diisopropylethylamine). Run in C(C)(=O)OCC (ethyl acetate), O (water). Conditions: temperature 80 celsius, time 24 hour. Yields the product BrC1=CC=C(C=C1)CCNC[C@H](O[Si](C)(C)C(C)(C)C)C=1C=CC(=NC1)NC(C)=O (N-[5-[(1R)-2-[[2-(4-bromophenyl)ethyl]-amino]-1-[[tert-butyl(dimethyl)silyl]oxy]ethyl]-2-pyridyl]acetamide). Yield: 89.8%. RXN SMILES: CC1C=CC(S(O[CH2:12][C@@H:13]([C:22]2[CH:23]=[N:24][C:25]([NH:28][C:29](=[O:31])[CH3:30])=[CH:26][CH:27]=2)[O:14][Si:15]([C:18]([CH3:21])([CH3:20])[CH3:19])([CH3:17])[CH3:16])(=O)=O)=CC=1.[Br:32][C:33]1[CH:38]=[CH:37][C:36]([CH2:39][CH2:40][NH2:41])=[CH:35][CH:34]=1.CS(C)=O.C(N(CC)C(C)C)(C)C>C(OCC)(=O)C.O>[Br:32][C:33]1[CH:38]=[CH:37][C:36]([CH2:39][CH2:40][NH:41][CH2:12][C@@H:13]([C:22]2[CH:27]=[CH:26][C:25]([NH:28][C:29](=[O:31])[CH3:30])=[N:24][CH:23]=2)[O:14][Si:15]([C:18]([CH3:19])([CH3:20])[CH3:21])([CH3:16])[CH3:17])=[CH:35][CH:34]=1. Procedure details: To a mixture of (2R)-2-[6-(acetylamino)-3-pyridyl]-2-[[tert-butyl(dimethyl)silyl]oxy]ethyl 4-methylbenzenesulfonate (3.50 g), (2-(4-bromophenyl)ethyl]-amine (3.01 g) and dimethyl sulfoxide (1.75 ml) was added N,N-diisopropylethylamine (1.31 ml) and the mixture was stirred at 80° C. for 24 hours. After cooling to room temperature, the mixture was diluted with ethyl acetate (35 ml) and water (35 ml), and the organic layer was separated. The organic layer was washed with water (35 ml×2) and brine (...